Task: describe an organic reaction: reactants, conditions, products, and yield. Dataset: the Open Reaction Database (ORD), a public repository of structured organic reaction records Reactants: NC1=C(C(=O)NC2=CSC=C2OCC)C=C(C=C1)F (2-amino-N-(4-ethoxy-3-thienyl)-5-fluorobenzamide), polyphosphoric acid. Run in O (water). Yields the product FC=1C=CC2=C(C(NC=3C(N2)=CSC3)=O)C1 (7-fluoro-4H-thieno[3,4-b][1,4]benzodiazepin-9(10H)-one). RXN SMILES: [NH2:1][C:2]1[CH:18]=[CH:17][C:16]([F:19])=[CH:15][C:3]=1[C:4]([NH:6][C:7]1[C:11](OCC)=[CH:10][S:9][CH:8]=1)=[O:5]>O>[F:19][C:16]1[CH:17]=[CH:18][C:2]2[NH:1][C:11]3=[CH:10][S:9][CH:8]=[C:7]3[NH:6][C:4](=[O:5])[C:3]=2[CH:15]=1. Reported procedure: A 5.7 g. portion of 2-amino-N-(4-ethoxy-3-thienyl)-5-fluorobenzamide and 60 g. of polyphosphoric acid are stirred and heated at 120°-128° C. for one hour, cooled and poured into ice and water. The solid is recovered by filtration, washed with water, sodium carbonate solution, sodium bicarbonate solution and then water and dried at 60° C. overnight, giving 7-fluoro-4H-thieno[3,4-b][1,4]benzodiazepin-9(10H)-one. Reactants: CN(C)CC1=NC=CC=C1O (2-dimethylaminomethyl-3-hydroxypyridine), N1C=NC=C1 (imidazole). The solvent is C=1(C(=CC=CC1)C)C (xylene). Yields the product N1(C=NC=C1)CC1=NC=CC=C1O (2-(imidazol-1-ylmethyl)-3-hydroxypyridine). The yield is 71.2%. RXN SMILES: [CH3:1][N:2]([CH2:4][C:5]1[C:10]([OH:11])=[CH:9][CH:8]=[CH:7][N:6]=1)[CH3:3].[NH:12]1C=CN=[CH:13]1>C1(C)C(C)=CC=CC=1>[N:2]1([CH2:4][C:5]2[C:10]([OH:11])=[CH:9][CH:8]=[CH:7][N:6]=2)[CH:1]=[CH:13][N:12]=[CH:3]1. Reported procedure: A solution consisting of 2-dimethylaminomethyl-3-hydroxypyridine (30.4 g.) and imidazole (13.6 g.) dissolved in xylene (100 ml.) was heated under reflux for a period of five hours and then allowed to cool to room temperature (~25° C.). The resulting precipitated oil was then scratched so as to induce crystallization and the solid product so obtained was thereafter crystallized from isopropanol/petroleum ether (b.p. 60°-80° C.) to afford pure 2-(imidazol-1-ylmethyl)-3-hydroxypyridine (yield, 24.9... Reactants: COC1=C(C=CC=C1)SC1=CC2=C(OC(C(=C2)C)(C)C)C=C1 (6-(2-Methoxyphenyl)thio-2,2,3-trimethyl-2H-benzo[b]pyran), [I-].[Li+] (lithium iodide). Solvent: N1=C(C=C(C=C1C)C)C (2,4,6-collidine), ClCCl (dichloromethane). Conditions: temperature 150 celsius. The product is OC1=C(C=CC=C1)SC1=CC2=C(OC(C(=C2)C)(C)C)C=C1 (6-(2-hydroxyphenyl)thio-2,2,3-trimethyl-2H-benzo[b]pyran). Isolated yield 35.9%. As a reaction SMILES: C[O:2][C:3]1[CH:8]=[CH:7][CH:6]=[CH:5][C:4]=1[S:9][C:10]1[CH:22]=[CH:21][C:13]2[O:14][C:15]([CH3:20])([CH3:19])[C:16]([CH3:18])=[CH:17][C:12]=2[CH:11]=1.[I-].[Li+]>N1C(C)=CC(C)=CC=1C.ClCCl>[OH:2][C:3]1[CH:8]=[CH:7][CH:6]=[CH:5][C:4]=1[S:9][C:10]1[CH:22]=[CH:21][C:13]2[O:14][C:15]([CH3:19])([CH3:20])[C:16]([CH3:18])=[CH:17][C:12]=2[CH:11]=1 |f:1.2|. Procedure details: 6-(2-Methoxyphenyl)thio-2,2,3-trimethyl-2H-benzo[b]pyran (3.5 g) (see Preparation 7) was dissolved in dry 2,4,6-collidine (15 ml), anhydrous lithium iodide (9.0 g) was added and the mixture was heated at 150° C. for 40 hours. After cooling, the mixture was taken up in dichloromethane and washed with 2N aqueous hydrochloric acid solution (×3). The organic layer was dried (anhydrous sodium sulphate), the solvent removed under reduced pressure and the residue was chromatographed on silica using 1:1... The reactants are COc1cc(Br)cc2c1NC(=O)OC2(C)C, N#Cc1cc(F)cc(Br)c1, CC(=O)[O-], CCOC(C)=O, [K+], [Na+], [Na+], O=C([O-])[O-], CN(C)C=O, O. The product is COc1cc(-c2cc(F)cc(C#N)c2)cc2c1NC(=O)OC2(C)C. Reaction SMILES: [Br:1][c:2]1[cH:3][c:4]([O:15][CH3:16])[c:5]2[c:6]([cH:14]1)[C:7]([CH3:12])([CH3:13])[O:8][C:9](=[O:11])[NH:10]2.[Br:22][c:23]1[cH:24][c:25]([C:26]#[N:27])[cH:28][c:29]([F:31])[cH:30]1.[CH3:18][C:19](=[O:20])[O-:21].[CH3:44][CH2:45][O:46][C:47](=[O:48])[CH3:49].[K+:17].[Na+:32].[Na+:33].[O-:34][C:35](=[O:36])[O-:37].[O:38]=[CH:39][N:40]([CH3:41])[CH3:42].[OH2:43]>>[c:2]1(-[c:23]2[cH:24][c:25]([C:26]#[N:27])[cH:28][c:29]([F:31])[cH:30]2)[cH:3][c:4]([O:15][CH3:16])[c:5]2[c:6]([cH:14]1)[C:7]([CH3:12])([CH3:13])[O:8][C:9](=[O:11])[NH:10]2. Reactants: ClCC1=CC=C(C(=O)OC2CC(NC(C2)(C)C)(C)C)C=C1 (2,2,6,6-tetramethylpiperidin-4-yl 4-chloromethylbenzoate), NO (hydroxylamine). The product is CC1(NC(CC(C1)OC(=O)C1=CC=C(CN(O)CC2=CC=C(C=C2)C(=O)OC2CC(NC(C2)(C)C)(C)C)C=C1)(C)C)C (N,N-Bis-[4-(2,2,6,6-tetramethylpiperidin-4-yloxycarbonyl)benzyl]hydroxylamine). RXN SMILES: Cl[CH2:2][C:3]1[CH:21]=[CH:20][C:6]([C:7]([O:9][CH:10]2[CH2:15][C:14]([CH3:17])([CH3:16])[NH:13][C:12]([CH3:19])([CH3:18])[CH2:11]2)=[O:8])=[CH:5][CH:4]=1.[NH2:22][OH:23]>>[CH3:16][C:14]1([CH3:17])[CH2:15][CH:10]([O:9][C:7]([C:6]2[CH:20]=[CH:21][C:3]([CH2:2][N:22]([CH2:2][C:3]3[CH:4]=[CH:5][C:6]([C:7]([O:9][CH:10]4[CH2:15][C:14]([CH3:17])([CH3:16])[NH:13][C:12]([CH3:19])([CH3:18])[CH2:11]4)=[O:8])=[CH:20][CH:21]=3)[OH:23])=[CH:4][CH:5]=2)=[O:8])[CH2:11][C:12]([CH3:19])([CH3:18])[NH:13]1. Procedure: from 2,2,6,6-tetramethylpiperidin-4-yl 4-chloromethylbenzoate and hydroxylamine The reactants are CC(C)(C)OC(=O)N1CC(O)CC1C(=O)O, CC(C)(C)[Si](C)(C)Cl, CN(C)c1ccccn1, CCOC(C)=O, CN(C)C=O, c1c[nH]cn1. Product: CC(C)(C)OC(=O)N1CC(O[Si](C)(C)C(C)(C)C)CC1C(=O)O. RXN SMILES: [C:1]([CH3:2])([CH3:3])([CH3:4])[O:5][C:6](=[O:7])[N:8]1[CH:9]([C:14](=[O:15])[OH:16])[CH2:10][CH:11]([OH:13])[CH2:12]1.[C:31]([CH3:32])([CH3:33])([CH3:34])[Si:35]([CH3:36])([CH3:37])[Cl:38].[CH3:22][N:23]([c:24]1[cH:25][cH:26][cH:27][cH:28][n:29]1)[CH3:30].[CH3:44][CH2:45][O:46][C:47]([CH3:48])=[O:49].[O:39]=[CH:40][N:41]([CH3:42])[CH3:43].[nH:17]1[cH:18][cH:19][n:20][cH:21]1>>[C:1]([CH3:2])([CH3:3])([CH3:4])[O:5][C:6](=[O:7])[N:8]1[CH:9]([C:14](=[O:15])[OH:16])[CH2:10][CH:11]([O:13][Si:35]([C:31]([CH3:32])([CH3:33])[CH3:34])([CH3:36])[CH3:37])[CH2:12]1. The reactants are COC=1C=C2C(C3(CNC2=C(C1C)C)CCC3)=O (6′-methoxy-7′,8′-dimethyl-1′H-spiro[cyclobutane-1,3′-quinolin]-4′(2′H)-one), [BH4-].[Na+] (NaBH4). Solvent: C1CCOC1 (THF), CO (CH3OH). Run at time 2 hour. The product is COC=1C=C2C(C3(CNC2=C(C1C)C)CCC3)O (6′-methoxy-7′,8′-dimethyl-2′,4′-dihydro-1′H-spiro[cyclobutane-1,3′-quinolin]-4′-ol). Reaction SMILES: [CH3:1][O:2][C:3]1[CH:4]=[C:5]2[C:10](=[C:11]([CH3:14])[C:12]=1[CH3:13])[NH:9][CH2:8][C:7]1([CH2:17][CH2:16][CH2:15]1)[C:6]2=[O:18].[BH4-].[Na+]>C1COCC1.CO>[CH3:1][O:2][C:3]1[CH:4]=[C:5]2[C:10](=[C:11]([CH3:14])[C:12]=1[CH3:13])[NH:9][CH2:8][C:7]1([CH2:15][CH2:16][CH2:17]1)[CH:6]2[OH:18] |f:1.2|. Procedure details: To a cold solution of 6′-methoxy-7′,8′-dimethyl-1′H-spiro[cyclobutane-1,3′-quinolin]-4′(2′H)-one (2 g) in a mixture of 13 mL of THF and 5 mL of CH3OH cooled in ice bath, was added NaBH4 (2.4 g). After 2 hours, the mixture was quenched with ice, evaporated to dryness to give 6′-methoxy-7′,8′-dimethyl-2′,4′-dihydro-1′H-spiro[cyclobutane-1,3′-quinolin]-4′-ol as a crude mixture (11 g). NaBH4 (3 g) was added in portions to a mixture of trifluoroacetic acid and acetic acid (25 mL, v/v:1/1) cooled in i...